Dataset: the Open Reaction Database (ORD), a public repository of structured organic reaction records. Task: describe an organic reaction: reactants, conditions, products, and yield The reactants are O1CCCC1 (tetrahydrofuran), CC1=CC=C(C=C1)S(=O)(=O)N1C=C(C2=CC(=CC=C12)Br)C=O (1-(4-methylphenylsulfonyl)-5-bromoindole-3-carboxaldehyde), C#CCCCCCCCC (1-decyne). The reagents and catalysts are [Cu](I)I (copper (II) iodide), C1=CC=C(C=C1)P(C2=CC=CC=C2)C3=CC=CC=C3.C1=CC=C(C=C1)P(C2=CC=CC=C2)C3=CC=CC=C3.Cl[Pd]Cl (bis(triphenylphosphine)palladium (II) chloride). Solvent: C(C)N(CC)CC (triethylamine). Run at temperature 65 celsius, time 7 day. Product: CC1=CC=C(C=C1)S(=O)(=O)N1C=C(C2=CC(=CC=C12)C#CCCCCCCCCCC)C=O (1-(4-Methylphenylsulfonyl)-5-(1-dodecynyl)indole-3-carboxaldehyde). The yield is 50.8%. Reaction SMILES: [CH3:1][C:2]1[CH:7]=[CH:6][C:5]([S:8]([N:11]2[C:19]3[C:14](=[CH:15][C:16](Br)=[CH:17][CH:18]=3)[C:13]([CH:21]=[O:22])=[CH:12]2)(=[O:10])=[O:9])=[CH:4][CH:3]=1.[CH:23]#[C:24][CH2:25][CH2:26][CH2:27][CH2:28][CH2:29][CH2:30][CH2:31][CH3:32].O1CC[CH2:35][CH2:34]1>C(N(CC)CC)C.[Cu](I)I.C1C=CC(P(C2C=CC=CC=2)C2C=CC=CC=2)=CC=1.C1C=CC(P(C2C=CC=CC=2)C2C=CC=CC=2)=CC=1.Cl[Pd]Cl>[CH3:1][C:2]1[CH:7]=[CH:6][C:5]([S:8]([N:11]2[C:19]3[C:14](=[CH:15][C:16]([C:23]#[C:24][CH2:25][CH2:26][CH2:27][CH2:28][CH2:29][CH2:30][CH2:31][CH2:32][CH2:34][CH3:35])=[CH:17][CH:18]=3)[C:13]([CH:21]=[O:22])=[CH:12]2)(=[O:10])=[O:9])=[CH:4][CH:3]=1 |f:5.6.7|. Procedure details: To a degassed mixture of 1-(4-methylphenylsulfonyl)-5-bromoindole-3-carboxaldehyde (36.9 g), 1-decyne (16.8 g), in dry triethylamine (200 ml) and dry tetrahydrofuran (150 ml) was added, 1 mole percent of copper (II) iodide and 2 mole percent of bis(triphenylphosphine)palladium (II) chloride. The reaction mixture was stirred at 65° C. for 7 days. The solution was evaporated, and the residue was flash chromatographed (silica gel:4:1, dichloromethane:heptane). The appropriate fractions were collect... The reactants are C1CCOC1, N#Cc1cccc(N(C2=C(N)CCCC2=O)C2=C(O)CCCC2=O)c1. Yields the product N#Cc1cccc(N2C3=C(CCCC3=O)NC3=C2C(=O)CCC3)c1. RXN SMILES: [CH2:26]1[O:27][CH2:28][CH2:29][CH2:30]1.[NH2:1][C:2]1=[C:3]([N:9]([c:10]2[cH:11][c:12]([C:13]#[N:14])[cH:15][cH:16][cH:17]2)[C:18]2=[C:19]([OH:25])[CH2:20][CH2:21][CH2:22][C:23]2=[O:24])[C:4](=[O:8])[CH2:5][CH2:6][CH2:7]1>>[NH:1]1[C:2]2=[C:3]([C:4](=[O:8])[CH2:5][CH2:6][CH2:7]2)[N:9]([c:10]2[cH:11][c:12]([C:13]#[N:14])[cH:15][cH:16][cH:17]2)[C:18]2=[C:19]1[CH2:20][CH2:21][CH2:22][C:23]2=[O:24]. Reactants: ClC=1C=C(C=CC1)C#CC=1N=C(N(C1)C1=CC=CC(=N1)O)C (6-[4-(3-chloro-phenylethynyl)-2-methyl-imidazol-1-yl]-pyridin-2-ol), CI (methyl iodide). Yields the product ClC=1C=C(C=CC1)C#CC=1N=C(N(C1)C1=CC=CC(N1C)=O)C (6-[4-(3-chloro-phenylethynyl)-2-methyl-imidazol-1-yl]-1-methyl-1H-pyridin-2-one). Reaction SMILES: [Cl:1][C:2]1[CH:3]=[C:4]([C:8]#[C:9][C:10]2[N:11]=[C:12]([CH3:22])[N:13]([C:15]3[N:20]=[C:19]([OH:21])[CH:18]=[CH:17][CH:16]=3)[CH:14]=2)[CH:5]=[CH:6][CH:7]=1.[CH3:23]I>>[Cl:1][C:2]1[CH:3]=[C:4]([C:8]#[C:9][C:10]2[N:11]=[C:12]([CH3:22])[N:13]([C:15]3[N:20]([CH3:23])[C:19](=[O:21])[CH:18]=[CH:17][CH:16]=3)[CH:14]=2)[CH:5]=[CH:6][CH:7]=1. Reported procedure: The title compound, off-white cristalline solid, MS: m/e=324.2, 326.1 (M+H), was prepared in accordance with the general method of example 3 from 6-[4-(3-chloro-phenylethynyl)-2-methyl-imidazol-1-yl]-pyridin-2-ol and methyl iodide, along with the O-alkylation product from which it was separated by flash chromatography (gradient: EtOAc to EtOAc/MeOH 95:5). Reactants: Rh, C[C@H]([C]1[CH][CH][CH][C]1P(C2=CC=CC3=CC=CC=C32)C4=CC=CC5=CC=CC=C54)PC (Josiphos SL-J216-2), FC=1C=C(CC2=C(CCC3=CC=C(C=C23)OC)NC(CC)=O)C=CC1 (N-(1-(3-fluorobenzyl)-7-methoxy-3,4-dihydronaphthalen-2-yl)propionamide), [H][H] (hydrogen). The reagents and catalysts are [Rh+].ClC1=CC=CCCCC1 (Chlorocyclooctadiene rhodium(I)). The solvent is CO (methanol). Conditions: temperature 50 celsius, time 20 minute. Yields the product FC=1C=C(C[C@H]2[C@H](CCC3=CC=C(C=C23)OC)NC(CC)=O)C=CC1 (N-((1R,2S)-1-(3-fluorobenzyl)-7-methoxy-1,2,3,4-tetrahydronaphthalen-2-yl)propionamide). Isolated yield 86.6%. As a reaction SMILES: C[C@@H](PC)[C]1[C](P(C2C3C(=CC=CC=3)C=CC=2)C2C3C(=CC=CC=3)C=CC=2)[CH][CH][CH]1.[F:31][C:32]1[CH:33]=[C:34]([CH:53]=[CH:54][CH:55]=1)[CH2:35][C:36]1[C:45]2[C:40](=[CH:41][CH:42]=[C:43]([O:46][CH3:47])[CH:44]=2)[CH2:39][CH2:38][C:37]=1[NH:48][C:49](=[O:52])[CH2:50][CH3:51].[H][H]>[Rh+].ClC1CCCCC=CC=1.CO>[F:31][C:32]1[CH:33]=[C:34]([CH:53]=[CH:54][CH:55]=1)[CH2:35][C@@H:36]1[C:45]2[C:40](=[CH:41][CH:42]=[C:43]([O:46][CH3:47])[CH:44]=2)[CH2:39][CH2:38][C@@H:37]1[NH:48][C:49](=[O:52])[CH2:50][CH3:51] |f:3.4,^1:4,5,27,28,29|. Reported procedure: Chlorocyclooctadiene rhodium(I) dimer (0.165 g, 0.669 mmol of Rh), Josiphos SL-J216-2 (0.451 g, 0.702 mmol), and N-(1-(3-fluorobenzyl)-7-methoxy-3,4-dihydronaphthalen-2-yl)propionamide (45.4 g, 134 mmol) were combined in a metal reactor, and the vessel was inerted with argon. Degassed methanol (223 ml) was added, and the reactor was agitated under argon for 20 min at 50° C. The reactor was pressurized with 60 psig of hydrogen and stirred at 60° C. for 30 hrs. HPLC analysis indicated complete con... The reactants are NC1=NC2=C(C=3C=CC=NC13)C=CC(=C2)C=O (5-aminobenzo[f][1,7]naphthyridine-8-carbaldehyde), [Br-].C(C)(C)[P+](C1=CC=CC=C1)(C1=CC=CC=C1)C1=CC=CC=C1 (isopropyl(triphenyl)phosphonium bromide). Product: C(C(C)C)C1=CC=2C(=C3C=CC=NC3=C(N2)N)C=C1 (8-Isobutylbenzo[f][1,7]naphthyridin-5-amine). As a reaction SMILES: [NH2:1][C:2]1[C:11]2[N:10]=[CH:9][CH:8]=[CH:7][C:6]=2[C:5]2[CH:12]=[CH:13][C:14]([CH:16]=O)=[CH:15][C:4]=2[N:3]=1.[Br-].[CH:19]([P+](C1C=CC=CC=1)(C1C=CC=CC=1)C1C=CC=CC=1)([CH3:21])[CH3:20]>>[CH2:16]([C:14]1[CH:13]=[CH:12][C:5]2=[C:6]3[C:11](=[C:2]([NH2:1])[N:3]=[C:4]2[CH:15]=1)[N:10]=[CH:9][CH:8]=[CH:7]3)[CH:19]([CH3:21])[CH3:20] |f:1.2|. Procedure details: 8-Isobutylbenzo[f][1,7]naphthyridin-5-amine was prepared from 5-aminobenzo[f][1,7]naphthyridine-8-carbaldehyde (from Example 87) with isopropyl(triphenyl)phosphonium bromide following the procedures described for Example 91 (wittig reaction) and Example 92 (reduction). 1H NMR (acetone-d6): δ 8.98 (dd, 1H), 8.88 (dd, 1H), 8.35 (d, 1H), 7.82 (dd, 1H), 7.44 (d, 1H), 7.18 (dd, 1H), 6.73 (br s, 2H), 2.63 (d, 2H), 2.04-1.94 (m, 1H), 0.94 (d, 6H). LRMS [M+H]=252.1. Starting materials: NC1=NC(=C(C(=N1)N)C1=C(C=C(C=C1)Cl)Cl)CBr (2,4-diamino-5-(2,4-dichlorophenyl)-6- bromomethyl-pyrimidine), [C-]#N.[Na+] (sodium cyanide). Run in CN(C)C=O (DMF). Product: NC1=NC(=C(C(=N1)N)C1=C(C=C(C=C1)Cl)Cl)CC#N (2.4-Diamino-5-(2,4-dichlorophenyl)-6-cyanomethyl-pyrimidine). As a reaction SMILES: [NH2:1][C:2]1[N:7]=[C:6]([NH2:8])[C:5]([C:9]2[CH:14]=[CH:13][C:12]([Cl:15])=[CH:11][C:10]=2[Cl:16])=[C:4]([CH2:17]Br)[N:3]=1.[C-:19]#[N:20].[Na+]>CN(C=O)C>[NH2:1][C:2]1[N:7]=[C:6]([NH2:8])[C:5]([C:9]2[CH:14]=[CH:13][C:12]([Cl:15])=[CH:11][C:10]=2[Cl:16])=[C:4]([CH2:17][C:19]#[N:20])[N:3]=1 |f:1.2|. Procedure details: This compound was prepared from 2,4-diamino-5-(2,4-dichlorophenyl)-6- bromomethyl-pyrimidine (Example 53) by reaction with sodium cyanide in DMF at room temperature, mp. 249°-251° C. The reactants are CCO, CC(=O)O, [Fe], [H][H], O=[N+]([O-])c1ccc(F)c([N+](=O)[O-])c1, O. Product: Nc1cc([N+](=O)[O-])ccc1F. As a reaction SMILES: [CH3:14][CH2:15][OH:16].[CH3:17][C:18](=[O:19])[OH:20].[Fe:23].[H:21][H:22].[N+:1]([O-:2])(=[O:3])[c:4]1[c:5]([F:13])[cH:6][cH:7][c:8]([N+:10](=[O:11])[O-:12])[cH:9]1.[OH2:24]>>[NH2:1][c:4]1[c:5]([F:13])[cH:6][cH:7][c:8]([N+:10](=[O:11])[O-:12])[cH:9]1.